Dataset: the Open Reaction Database (ORD), a public repository of structured organic reaction records. Task: describe an organic reaction: reactants, conditions, products, and yield The reactants are CC(N)C(Oc1ccc2c(cnn2C2CCCC2)c1)c1ccccc1, O=S(=O)(Cl)C1CC1. Product: CC(NS(=O)(=O)C1CC1)C(Oc1ccc2c(cnn2C2CCCC2)c1)c1ccccc1. Reaction SMILES: [CH:1]1([n:6]2[n:7][cH:8][c:9]3[cH:10][c:11]([O:15][CH:16]([CH:17]([CH3:18])[NH2:19])[c:20]4[cH:21][cH:22][cH:23][cH:24][cH:25]4)[cH:12][cH:13][c:14]23)[CH2:2][CH2:3][CH2:4][CH2:5]1.[CH:26]1([S:29](=[O:30])(=[O:31])[Cl:32])[CH2:27][CH2:28]1>>[CH:1]1([n:6]2[n:7][cH:8][c:9]3[cH:10][c:11]([O:15][CH:16]([CH:17]([CH3:18])[NH:19][S:29]([CH:26]4[CH2:27][CH2:28]4)(=[O:30])=[O:31])[c:20]4[cH:21][cH:22][cH:23][cH:24][cH:25]4)[cH:12][cH:13][c:14]23)[CH2:2][CH2:3][CH2:4][CH2:5]1. Starting materials: N1(C=NC=C1)C1/C(/C2=CC=CC=C2CC1)=N/O ((+-)-(E)-2-(1H-imidazol-1-yl)-1,2,3,4-tetrahydronaphtalen-1-one oxime), [H-].[Na+] (sodium hydride), C(C)OC(CCCCBr)=O (ethyl-5-bromopentanoate), CCCCC (pentane). The solvent is CN(C)C=O (DMF), CN(C)C=O (DMF). Run at time 2 hour. Product: C(C)OC(CCCCO/N=C\1/C(CCC2=CC=CC=C12)N1C=NC=C1)=O ((+-)-(E)-Ethyl-5-[[2-(1H-imidazol-1-yl)-1,2,3,4-tetrahydro-1-naphtylidene]aminoxy]pentanoate), oil. RXN SMILES: [N:1]1([CH:6]2[CH2:15][CH2:14][C:13]3[C:8](=[CH:9][CH:10]=[CH:11][CH:12]=3)/[C:7]/2=[N:16]\[OH:17])[CH:5]=[CH:4][N:3]=[CH:2]1.CCCCC.[H-].[Na+].[CH2:25]([O:27][C:28](=[O:34])[CH2:29][CH2:30][CH2:31][CH2:32]Br)[CH3:26]>CN(C=O)C>[CH2:25]([O:27][C:28](=[O:34])[CH2:29][CH2:30][CH2:31][CH2:32][O:17]/[N:16]=[C:7]1/[CH:6]([N:1]2[CH:5]=[CH:4][N:3]=[CH:2]2)[CH2:15][CH2:14][C:13]2[C:8]/1=[CH:9][CH:10]=[CH:11][CH:12]=2)[CH3:26] |f:2.3|. Procedure details: (+-)-(E)-2-(1H-imidazol-1-yl)-1,2,3,4-tetrahydronaphtalen-1-one oxime (500 mg; 2.2 mmoles) dissolved in dry DMF (27 ml) is added, under dry nitrogen atmosphere, to a pentane-washed sodium hydride suspension (160 mg NaH 55%; 3.6 mmoles), in dry DMF (10 ml). The resulting reaction mixture is stirred at r.t. for 2 hours. Then ethyl-5-bromopentanoate (0.530 ml; 3.3 mmoles) is added at r.t. and the reaction mixture is stirred at r.t. for 3 hrs., the solvent evaporated in vacuo, and the residue carefu... The reactants are FC=1C=C(C=CC1C=1SC2=NC(=CC=C2N1)C1(CC1)C1=CC=CC=C1)CN1CC(C1)(C(=O)OC)O (methyl 1-((3-fluoro-4-(5-(1-phenylcyclopropyl)thiazolo[5,4-b]pyridine-2-yl)phenyl)methyl)-3-hydroxyazetidine-3-carboxylate), CCN(CC)S(F)(F)F (DAST). Run in C(Cl)Cl (DCM). Run at time 10 minute. Yields the product FC1(CN(C1)CC1=CC(=C(C=C1)C=1SC2=NC(=CC=C2N1)C1(CC1)C1=CC=CC=C1)F)C(=O)OC (methyl 3-fluoro-1-((3-fluoro-4-(5-(1-phenylcyclopropyl)thiazolo[5,4-b]pyridine-2-yl)phenyl)methyl)azetidine-3-carboxylate). Reaction SMILES: [F:1][C:2]1[CH:3]=[C:4]([CH2:26][N:27]2[CH2:30][C:29](O)([C:31]([O:33][CH3:34])=[O:32])[CH2:28]2)[CH:5]=[CH:6][C:7]=1[C:8]1[S:9][C:10]2[C:15]([N:16]=1)=[CH:14][CH:13]=[C:12]([C:17]1([C:20]3[CH:25]=[CH:24][CH:23]=[CH:22][CH:21]=3)[CH2:19][CH2:18]1)[N:11]=2.CCN(S(F)(F)[F:42])CC>C(Cl)Cl>[F:42][C:29]1([C:31]([O:33][CH3:34])=[O:32])[CH2:28][N:27]([CH2:26][C:4]2[CH:5]=[CH:6][C:7]([C:8]3[S:9][C:10]4[C:15]([N:16]=3)=[CH:14][CH:13]=[C:12]([C:17]3([C:20]5[CH:25]=[CH:24][CH:23]=[CH:22][CH:21]=5)[CH2:19][CH2:18]3)[N:11]=4)=[C:2]([F:1])[CH:3]=2)[CH2:30]1. Reported procedure: To a solution of methyl 1-((3-fluoro-4-(5-(1-phenylcyclopropyl)thiazolo[5,4-b]pyridine-2-yl)phenyl)methyl)-3-hydroxyazetidine-3-carboxylate (0.0334 g, 0.068 mmol) at 0° C. in anhydrous DCM was added 1.0 mL was added DAST (0.011 mL, 0.082 mmol). The reaction mixture was stirred for 10 min. at which time the reaction was quenched carefully with water and extracted with DCM. The organics were dried over magnesium sulfate and concentrate in vacuo. Purification by silica gel afford methyl 3-fluoro-1-... The reactants are CC(C)(C)OC(=O)N1C2CC(CC2O)C1C(=O)O, CCN=C=NCCCN(C)C, CCN(C(C)C)C(C)C, ClC(Cl)Cl, Cl, NC(=O)C1CCCN1, O, O, On1nnc2ccccc21. Product: CC(C)(C)OC(=O)N1C2CC(CC2O)C1C(=O)N1CCCC1C(N)=O. As a reaction SMILES: [C:1]([CH3:2])([CH3:3])([CH3:4])[O:5][C:6](=[O:7])[N:8]1[CH:9]2[CH:10]([OH:18])[CH2:11][CH:12]([CH:13]1[C:14](=[O:15])[OH:16])[CH2:17]2.[CH3:39][N:40]([CH3:41])[CH2:42][CH2:43][CH2:44][N:45]=[C:46]=[N:47][CH2:48][CH3:49].[CH:50]([N:51]([CH:52]([CH3:53])[CH3:54])[CH2:55][CH3:56])([CH3:57])[CH3:58].[CH:59]([Cl:60])([Cl:61])[Cl:62].[ClH:38].[NH:19]1[CH:20]([C:24](=[O:25])[NH2:26])[CH2:21][CH2:22][CH2:23]1.[OH2:27].[OH2:63].[OH:28][n:29]1[c:30]2[cH:31][cH:32][cH:33][cH:34][c:35]2[n:36][n:37]1>>[C:1]([CH3:2])([CH3:3])([CH3:4])[O:5][C:6](=[O:7])[N:8]1[CH:9]2[CH:10]([OH:18])[CH2:11][CH:12]([CH:13]1[C:14](=[O:16])[N:19]1[CH:20]([C:24](=[O:25])[NH2:26])[CH2:21][CH2:22][CH2:23]1)[CH2:17]2.